Dataset: the Open Reaction Database (ORD), a public repository of structured organic reaction records. Task: describe an organic reaction: reactants, conditions, products, and yield Starting materials: N(=NC(=O)OCC)C(=O)OCC (diethyl azodicarboxylate), O=C1CC(OC2=C1C=CC(=C2CCC)O)(CCC(=O)OCC)CCC(=O)OCC (diethyl 3,4-dihydro-4-oxo-7-hydroxy-8-propyl-2H-1-benzopyran-2,2-dipropanoate), C(CCCCCCCCC)O (1-decanol), C1(=CC=CC=C1)P(C1=CC=CC=C1)C1=CC=CC=C1 (triphenylphosphine). Solvent: CN(C=O)C (dimethylformamide). Reaction conditions: time 8 hour. The product is C(CCCCCCCCC)OC1=C(C2=C(C(CC(O2)(CCC(=O)OCC)CCC(=O)OCC)=O)C=C1)CCC (diethyl 7-(decyloxy)-3,4-dihydro-4-oxo-8-propyl-2H-1-benzopyran-2,2-dipropanoate). The yield is 74.6%. RXN SMILES: [O:1]=[C:2]1[C:7]2[CH:8]=[CH:9][C:10]([OH:15])=[C:11]([CH2:12][CH2:13][CH3:14])[C:6]=2[O:5][C:4]([CH2:23][CH2:24][C:25]([O:27][CH2:28][CH3:29])=[O:26])([CH2:16][CH2:17][C:18]([O:20][CH2:21][CH3:22])=[O:19])[CH2:3]1.[CH2:30](O)[CH2:31][CH2:32][CH2:33][CH2:34][CH2:35][CH2:36][CH2:37][CH2:38][CH3:39].C1(P(C2C=CC=CC=2)C2C=CC=CC=2)C=CC=CC=1.N(C(OCC)=O)=NC(OCC)=O>CN(C)C=O>[CH2:30]([O:15][C:10]1[CH:9]=[CH:8][C:7]2[C:2](=[O:1])[CH2:3][C:4]([CH2:16][CH2:17][C:18]([O:20][CH2:21][CH3:22])=[O:19])([CH2:23][CH2:24][C:25]([O:27][CH2:28][CH3:29])=[O:26])[O:5][C:6]=2[C:11]=1[CH2:12][CH2:13][CH3:14])[CH2:31][CH2:32][CH2:33][CH2:34][CH2:35][CH2:36][CH2:37][CH2:38][CH3:39]. Procedure: To a mixture of 406 mg (1.00 mmol) of the title product of Example 1, 190 mg (1.20 mmol) of 1-decanol, and 393 mg (1.50 mmol) of triphenylphosphine in 10 ml of dimethylformamide was added 261 mg (1.50 mmol) of diethyl azodicarboxylate. After stirring overnight at room temperature, the solvent was removed under reduced pressure. Chromatography of the residue on silica gel, using 20% ethyl acetate/hexane as eluent, gave 408 mg of the title compound. Reactants: solution, C(CCC)[Li] (n-butyllithium), FC1=CC=C(CCN2CCC(CC2)N2CCC3=CC=C(C=C23)Br)C=C1 (1-[1-(4-fluorophenethyl)piperidin-4-yl]-6-bromoindoline), CN(C=O)C (dimethylformamide), resultant mixture, [Cl-].[NH4+] (ammonium chloride). The solvent is CCCCCC (hexane), O1CCCC1 (tetrahydrofuran), C(C)(=O)OCC (ethyl acetate). Run at time 10 minute. Yields the product FC1=CC=C(CCN2CCC(CC2)N2CCC3=CC=C(C=C23)CO)C=C1 (1-[1-(4-fluorophenethyl)piperdin-4-yl]-6-hydroxymethylindoline). As a reaction SMILES: C([Li])CCC.[F:6][C:7]1[CH:30]=[CH:29][C:10]([CH2:11][CH2:12][N:13]2[CH2:18][CH2:17][CH:16]([N:19]3[C:27]4[C:22](=[CH:23][CH:24]=[C:25](Br)[CH:26]=4)[CH2:21][CH2:20]3)[CH2:15][CH2:14]2)=[CH:9][CH:8]=1.CN(C)[CH:33]=[O:34].[Cl-].[NH4+]>CCCCCC.O1CCCC1.C(OCC)(=O)C>[F:6][C:7]1[CH:30]=[CH:29][C:10]([CH2:11][CH2:12][N:13]2[CH2:18][CH2:17][CH:16]([N:19]3[C:27]4[C:22](=[CH:23][CH:24]=[C:25]([CH2:33][OH:34])[CH:26]=4)[CH2:21][CH2:20]3)[CH2:15][CH2:14]2)=[CH:9][CH:8]=1 |f:3.4|. Procedure: A 2.5 M solution (100 ml) of n-butyllithium in hexane was added dropwise at −78° C. into a solution (2 l) of 1-[1-(4-fluorophenethyl)piperidin-4-yl]-6-bromoindoline (80 g) in tetrahydrofuran over 15 min. After 10 min, dimethylformamide (23.2 ml) was added thereto and the resultant mixture was warmed to room temperature. Next, a saturated aqueous solution of ammonium chloride (400 ml) and ethyl acetate (1 l) were added thereto and the layers were separated. The organic layer was washed with brine... The reactants are C1(=CC=CC=C1)NCC(=O)O (phenylglycine), CCO (EtOH), Cl (HCl). Yields the product Cl.C(C)N(CC(=O)O)C1=CC=CC=C1 (Ethyl phenylglycine, hydrochloride). Reaction SMILES: [C:1]1([NH:7][CH2:8][C:9]([OH:11])=[O:10])[CH:6]=[CH:5][CH:4]=[CH:3][CH:2]=1.[ClH:12].[CH3:13][CH2:14]O>>[ClH:12].[CH2:13]([N:7]([C:1]1[CH:6]=[CH:5][CH:4]=[CH:3][CH:2]=1)[CH2:8][C:9]([OH:11])=[O:10])[CH3:14] |f:3.4|. Procedure: To a mixture of phenylglycine (15.00 gram (hereinafter g.), 0.1 mole (hereinafter mol)) in EtOH (100 miliLiters (hereinafter mL)) was added 20% ethanolic HCl (30 mL). The mixture was heated at reflux for about 20 hours (hereinafter h.), then allowed to cool. The solvent was removed in vacuo, and the residue was used without further purification. Reactants: C(CC(=O)OCC)(=O)OCC (diethyl malonate), [H-].[Na+] (sodium hydride), ice water, [Cl-].[Na+] (sodium chloride), C(C)(=O)NC1=CC=C(C=C1)C(C(C)Cl)=O (1-(4-acetylaminophenyl)-2-chloro-1-propanone), [K+].[Br-] (KBr). Solvent: CN(C=O)C (dimethylformamide). Yields the product C(C)(=O)NC1=CC=C(C=C1)C(C(C(C(=O)OCC)C(=O)OCC)C)=O (Ethyl 4-(4-acetylaminophenyl)-2-(ethoxycarbonyl)-3-methyl-4-oxobutanoate). RXN SMILES: [C:1]([O:9][CH2:10][CH3:11])(=[O:8])[CH2:2][C:3]([O:5][CH2:6][CH3:7])=[O:4].[H-].[Na+].[C:14]([NH:17][C:18]1[CH:23]=[CH:22][C:21]([C:24](=[O:28])[CH:25](Cl)[CH3:26])=[CH:20][CH:19]=1)(=[O:16])[CH3:15].[Cl-].[Na+].[K+].[Br-]>CN(C)C=O>[C:14]([NH:17][C:18]1[CH:23]=[CH:22][C:21]([C:24](=[O:28])[CH:25]([CH3:26])[CH:2]([C:3]([O:5][CH2:6][CH3:7])=[O:4])[C:1]([O:9][CH2:10][CH3:11])=[O:8])=[CH:20][CH:19]=1)(=[O:16])[CH3:15] |f:1.2,4.5,6.7|. Procedure: 24.407 ml. (0.16 mol) of diethyl malonate were added dropwise to a suspension of 7.631 g (0.159 mol) of sodium hydride in 90 ml of anhydrous dimethylformamide under a nitrogen atmosphere, the mixture was heated for 90 minutes to 50° C., then 37.462 g (0.166 mol) of 1-(4-acetylaminophenyl)-2-chloro-1-propanone were added and heating was continued for a further 3 hours to 80° C. After cooling the mixture was stirred into 1 l of ice water, saturated with sodium chloride and extracted exhaustively w... Starting materials: ClC(Cl)(OC(OC(Cl)(Cl)Cl)=O)Cl (triphosgene), ClCCCl (1,2-dichloroethane), [Cl-].[Al+3].[Cl-].[Cl-] (aluminum chloride), ClCCCl (1,2-dichloroethane), BrCCCCC12C(NC=3C=CC=C(C13)CCC2)=O (2a-(4-bromobutyl)-2a,3,4,5-tetrahydrobenz[cd]indole-2(1H)-one). The solvent is CO (methanol). Conditions: temperature 0 celsius, time 2 hour. Yields the product COC(=O)C1=C2C=3C(C(NC3C=C1)=O)(CCC2)CCCCBr (6-Methoxycarbonyl-2a-(4-bromobutyl)-2a,3,4,5-tetrahydrobenz[cd]-indole-2(1H)-one). Isolated yield 35.0%. As a reaction SMILES: ClC(Cl)(O[C:5](=[O:11])[O:6][C:7](Cl)(Cl)Cl)Cl.ClCCCl.[Cl-].[Al+3].[Cl-].[Cl-].[Br:21][CH2:22][CH2:23][CH2:24][CH2:25][C:26]12[CH2:37][CH2:36][CH2:35][C:33]3[C:34]1=[C:29]([CH:30]=[CH:31][CH:32]=3)[NH:28][C:27]2=[O:38]>CO>[CH3:7][O:6][C:5]([C:32]1[CH:31]=[CH:30][C:29]2[NH:28][C:27](=[O:38])[C:26]3([CH2:25][CH2:24][CH2:23][CH2:22][Br:21])[CH2:37][CH2:36][CH2:35][C:33]=1[C:34]=23)=[O:11] |f:2.3.4.5|. Procedure details: A 1.44 g (4.87 mmol) portion of triphosgene was added to 1,2-dichloroethane suspension (30 ml) of aluminum chloride (1.95 g, 14.61 mmol) and the mixture was cooled to 0° C. Thereto was added 30 ml of 1,2-dichloroethane solution containing 1.50 g (1.64 mmol) of 2a-(4-bromobutyl)-2a,3,4,5-tetrahydrobenz[cd]indole-2(1H)-one, subsequently carrying out 2 hours of stirring at 0° C. The reaction solution was mixed with 50 ml of methanol, stirred at a room temperature for 1 hour, extracted with chlorofo...